This data is from the Open Reaction Database (ORD), a public repository of structured organic reaction records. The task is: describe an organic reaction: reactants, conditions, products, and yield The reactants are FC(C(=O)O)(F)F (Trifluoroacetic acid), OCC(CCCCCCCN1CCC2(CN(CCO2)C(=O)C=2N=C(SC2)C(C)C)CC1)(C)C ((9-(9-Hydroxy-8,8-dimethylnonyl)-1-oxa-4,9-diazaspiro[5.5]undecan-4-yl)(2-isopropylthiazol-4-yl)methanone), CC(=O)OI1(C=2C=CC=CC2C(=O)O1)(OC(=O)C)OC(=O)C (Dess-Martin periodinane). The solvent is C(Cl)Cl (DCM). Reaction conditions: time 1.25 hour. Yields the product C(C)(C)C=1SC=C(N1)C(=O)N1CCOC2(C1)CCN(CC2)CCCCCCCC(C=O)(C)C (9-(4-(2-Isopropylthiazole-4-carbonyl)-1-oxa-4,9-diazaspiro[5.5]undecan-9-yl)-2,2-dimethylnonanal). As a reaction SMILES: FC(F)(F)C(O)=O.[OH:8][CH2:9][C:10]([CH3:40])([CH3:39])[CH2:11][CH2:12][CH2:13][CH2:14][CH2:15][CH2:16][CH2:17][N:18]1[CH2:38][CH2:37][C:21]2([O:26][CH2:25][CH2:24][N:23]([C:27]([C:29]3[N:30]=[C:31]([CH:34]([CH3:36])[CH3:35])[S:32][CH:33]=3)=[O:28])[CH2:22]2)[CH2:20][CH2:19]1.CC(OI1(OC(C)=O)(OC(C)=O)OC(=O)C2C=CC=CC1=2)=O>C(Cl)Cl>[CH:34]([C:31]1[S:32][CH:33]=[C:29]([C:27]([N:23]2[CH2:22][C:21]3([CH2:37][CH2:38][N:18]([CH2:17][CH2:16][CH2:15][CH2:14][CH2:13][CH2:12][CH2:11][C:10]([CH3:40])([CH3:39])[CH:9]=[O:8])[CH2:19][CH2:20]3)[O:26][CH2:25][CH2:24]2)=[O:28])[N:30]=1)([CH3:36])[CH3:35]. Procedure details: Trifluoroacetic acid (0.059 mL) was added to a solution of (9-(9-hydroxy-8,8-dimethylnonyl)-1-oxa-4,9-diazaspiro[5.5]undecan-4-yl)(2-isopropylthiazol-4-yl)methanone (example 103, step c) (0.37 g) in DCM (20 mL) at 0° C. under argon and the mixture stirred for 5 min before addition of Dess-Martin periodinane (0.49 g). The reaction mixture was stirred at RT for 1.25 h then was quenched by addition of saturated sodium thiosulfate solution (20 mL) and saturated sodium bicarbonate solution (20 mL) th... The reactants are CCOC(=O)C1(F)C2CC(OS(=O)(=O)C(F)(F)F)C(N=[N+]=[N-])(C(=O)OCC)C21, CCOCC, CN(C)C=O, [N-]=[N+]=[N-], [Na+]. Yields the product CCOC(=O)C1(F)C2CC(N=[N+]=[N-])C(N=[N+]=[N-])(C(=O)OCC)C21. As a reaction SMILES: [CH2:5]([CH3:6])[O:7][C:8](=[O:9])[C:10]1([N:30]=[N+:31]=[N-:32])[CH:11]2[C:12]([C:24](=[O:25])[O:26][CH2:27][CH3:28])([F:29])[CH:13]2[CH2:14][CH:15]1[O:16][S:17]([C:18]([F:19])([F:20])[F:21])(=[O:22])=[O:23].[CH3:33][CH2:34][O:35][CH2:36][CH3:37].[CH3:38][N:39]([CH3:40])[CH:41]=[O:42].[N-:2]=[N+:3]=[N-:4].[Na+:1]>>[N:2](=[N+:3]=[N-:4])[CH:15]1[C:10]([C:8]([O:7][CH2:5][CH3:6])=[O:9])([N:30]=[N+:31]=[N-:32])[CH:11]2[C:12]([C:24](=[O:25])[O:26][CH2:27][CH3:28])([F:29])[CH:13]2[CH2:14]1. The yield is 53.2%. RXN SMILES: B.[Br:2][C:3]1[CH:8]=[C:7]([CH:9]([CH3:11])[CH3:10])[CH:6]=[CH:5][C:4]=1[N:12]([CH2:32][CH3:33])[C:13]1[N:18]=[C:17]([C:19]([N:21]2[CH2:26][CH2:25][C:24]3([O:30][CH2:29][CH2:28][O:27]3)[CH2:23][CH2:22]2)=O)[CH:16]=[C:15]([CH3:31])[N:14]=1.C(O)(=O)C.C(OCC)(=O)C>C1COCC1>[Br:2][C:3]1[CH:8]=[C:7]([CH:9]([CH3:10])[CH3:11])[CH:6]=[CH:5][C:4]=1[N:12]([CH2:32][CH3:33])[C:13]1[N:18]=[C:17]([CH2:19][N:21]2[CH2:22][CH2:23][C:24]3([O:30][CH2:29][CH2:28][O:27]3)[CH2:25][CH2:26]2)[CH:16]=[C:15]([CH3:31])[N:14]=1. The reactants are B (borane), BrC1=C(C=CC(=C1)C(C)C)N(C1=NC(=CC(=N1)C(=O)N1CCC2(CC1)OCCO2)C)CC (N-(2-bromo-4-(1-methylethyl)phenyl)-N-ethyl-4-(4,4-ethylenedioxy-piperidino)carbonyl-6-methylpyrimidinamine), C(C)(=O)O (acetic acid), C(C)(=O)OCC (ethyl acetate). The product is BrC1=C(C=CC(=C1)C(C)C)N(C1=NC(=CC(=N1)CN1CCC2(CC1)OCCO2)C)CC (N-(2-bromo-4-( 1-methylethyl)phenyl)-N-ethyl-4-(4,4-ethylenedioxy-piperidino)methyl-6-methylpyrimidinamine). The solvent is C1CCOC1 (THF), O1CCCC1 (tetrahydrofuran). Procedure details: A solution of borane in tetrahydrofuran (1M, 29 mL, 29 mmol) was added dropwise to a solution of N-(2-bromo-4-(1-methylethyl)phenyl)-N-ethyl-4-(4,4-ethylenedioxy-piperidino)carbonyl-6-methylpyrimidinamine (1.67 g, 3.3 mmol) in anhydrous THF (7 mL) with stirring under a nitrogen atmosphere. The reaction mixture was heated to reflux temperature and stirred for 20 h, then cooled to ambient temperature. A solution of glacial acetic acid was added dropwise; then the reaction mixture was heated to ref... Starting materials: C1(=CC=CC=C1)OC(NC1=CC=C(C=C1)C1=NC(=NC(=C1)C1=C(C=CC(=C1)F)S(=O)(=O)C)N1[C@H](COCC1)C)=O ((S)-phenyl(4-(6-(5-fluoro-2-(methylsulfonyl)phenyl)-2-(3-methylmorpholino)pyrimidin-4-yl)phenyl)carbamate), COC1CC(C1)N (3-methoxycyclobutanamine). The product is FC=1C=CC(=C(C1)C1=CC(=NC(=N1)N1[C@H](COCC1)C)C1=CC=C(C=C1)NC(=O)NC1CC(C1)OC)S(=O)(=O)C ((S)-1-(4-(6-(5-fluoro-2-(methylsulfonyl)phenyl)-2-(3-methylmorpholino)pyrimidin-4-yl)phenyl)-3-(3-methoxycyclobutyl)urea). Reaction SMILES: C1(O[C:8](=[O:40])[NH:9][C:10]2[CH:15]=[CH:14][C:13]([C:16]3[CH:21]=[C:20]([C:22]4[CH:27]=[C:26]([F:28])[CH:25]=[CH:24][C:23]=4[S:29]([CH3:32])(=[O:31])=[O:30])[N:19]=[C:18]([N:33]4[CH2:38][CH2:37][O:36][CH2:35][C@@H:34]4[CH3:39])[N:17]=3)=[CH:12][CH:11]=2)C=CC=CC=1.[CH3:41][O:42][CH:43]1[CH2:46][CH:45]([NH2:47])[CH2:44]1>>[F:28][C:26]1[CH:25]=[CH:24][C:23]([S:29]([CH3:32])(=[O:30])=[O:31])=[C:22]([C:20]2[N:19]=[C:18]([N:33]3[CH2:38][CH2:37][O:36][CH2:35][C@@H:34]3[CH3:39])[N:17]=[C:16]([C:13]3[CH:14]=[CH:15][C:10]([NH:9][C:8]([NH:47][CH:45]4[CH2:46][CH:43]([O:42][CH3:41])[CH2:44]4)=[O:40])=[CH:11][CH:12]=3)[CH:21]=2)[CH:27]=1. Procedure: Method as described for example 58 using intermediate 32 (100 mg, 0.18 mmol) 3-methoxycyclobutanamine (22 mg, 0.213 mmol). The reaction mixture was purified by prep HPLC at low pH to afford the title compound. (37 mg, 30%) Starting materials: O1CCCC1 (tetrahydrofuran), C12(CC3(CC(CC(C1)C3)C2)O)O (1,3-adamantanediol), [H-].[Na+] (sodium hydride), C(Cl)C1CO1 (epichlorohydrin). Run in C(Cl)(Cl)Cl (chloroform). Conditions: time 12 hour. Product: C(C1CO1)OC12CC3(CC(CC(C1)C3)C2)OCC2CO2 (1,3-bis(glycidyloxy)adamantane). Yield: 6.4%. Reaction SMILES: [O:1]1[CH2:5][CH2:4][CH2:3]C1.[C:6]12([OH:17])[CH2:15][CH:10]3[CH2:11][CH:12]([CH2:14][C:8]([OH:16])([CH2:9]3)[CH2:7]1)[CH2:13]2.[H-].[Na+].[CH2:20]([CH:22]1[O:24][CH2:23]1)Cl>C(Cl)(Cl)Cl>[CH2:20]([O:17][C:6]12[CH2:15][CH:10]3[CH2:11][CH:12]([CH2:14][C:8]([O:16][CH2:3][CH:4]4[O:1][CH2:5]4)([CH2:9]3)[CH2:7]1)[CH2:13]2)[CH:22]1[O:24][CH2:23]1 |f:2.3|. Procedure: 300 ml of dehydrated tetrahydrofuran containing 16.8 g (0.1 mol) of 1,3-adamantanediol and 5.3 g (0.22 mol) of sodium hydride was stirred in a nitrogen atmosphere at the reflux temperature for 2 hours. Thereto was dropwise added 20.4 g (0.22 mol) of epichlorohydrin, followed by stirring at the reflux temperature for 12 hours. To the reaction mixture was added 200 ml of chloroform. The chloroform layer was washed with water and dried with magnesium sulfate. The dried chloroform layer was subjecte...